Dataset: the Open Reaction Database (ORD), a public repository of structured organic reaction records. Task: describe an organic reaction: reactants, conditions, products, and yield Starting materials: OC1=C(C(=CC(=C1)OCOC)OCOC)C(C)=O (2'-hydroxy-4',6'-bis(methoxymethoxy)acetophenone). Solvent: C(C)O (ethanol). Yields the product COCOC=1C=C(C=O)C=CC1OCOC (3,4-bis(methoxymethoxy)benzaldehyde). Yield: 218.6%. Reaction SMILES: O[C:2]1[CH:7]=[C:6]([O:8][CH2:9][O:10][CH3:11])[CH:5]=[C:4](OCOC)[C:3]=1[C:16](=[O:18])C>C(O)C>[CH3:6][O:8][CH2:9][O:10][C:5]1[CH:4]=[C:3]([CH:2]=[CH:7][C:6]=1[O:8][CH2:9][O:10][CH3:11])[CH:16]=[O:18]. Procedure details: In 260 ml of ethanol were dissolved 33.37 g of the 2'-hydroxy-4',6'-bis(methoxymethoxy)acetophenone obtained in Production Example 11 and 32.20 g of the 3,4-bis(methoxymethoxy)benzaldehyde obtained in Production Example 24, and 300 ml of a saturated solution of potassium hydroxide in ethanol was added to the solution and the mixture was stirred for 24 hours to effect a reaction. After the reaction, the pH value of the reaction liquid was adjusted to about 6 by 6N hydrochloric acid, and the forme... Reactants: CC(=O)O, O=[N+]([O-])O, Oc1ccc2c(c1)CCCC2. Reaction SMILES: [CH3:16][C:17](=[O:18])[OH:19].[OH:12][N+:13]([O-:14])=[O:15].[cH:1]1[c:2]([OH:11])[cH:3][cH:4][c:5]2[c:10]1[CH2:9][CH2:8][CH2:7][CH2:6]2>>[cH:1]1[c:2]([OH:11])[c:3]([N+:13](=[O:12])[O-:14])[cH:4][c:5]2[c:10]1[CH2:9][CH2:8][CH2:7][CH2:6]2. Yields the product O=[N+]([O-])c1cc2c(cc1O)CCCC2.